Dataset: the Open Reaction Database (ORD), a public repository of structured organic reaction records. Task: describe an organic reaction: reactants, conditions, products, and yield Starting materials: C(=O)(OC(C)(C)C)N1CCN(CC1)C1=C(C=C(C(=O)O)C=C1)C(F)(F)F (4-(4-N-Boc-piperazin-1-yl)-3-trifluoromethyl-benzoic acid), CN(C)C(=[N+](C)C)ON1C2=C(C=CC=C2)N=N1.[B-](F)(F)(F)F (TBTU), CN1CCOCC1 (NMM), ClC1=CC2=C(NC(=N2)[C@H](C)N)C=C1 ((1S)-1-(5-chloro-1H-benzimidazol-2-yl)ethylamine). Solvent: CN1CCCC1=O (NMP). Yields the product C(=O)(OC(C)(C)C)N1CCN(CC1)C1=C(C=C(C(=O)N[C@@H](C)C2=NC3=C(N2)C=CC(=C3)Cl)C=C1)C(F)(F)F (4-(4-N-Boc-piperazin-1-yl)-N-[(1S)-1-(5-chloro-1H-benzimidazol-2-yl)-ethyl]-3-trifluoromethyl-benzamide). As a reaction SMILES: [C:1]([N:8]1[CH2:13][CH2:12][N:11]([C:14]2[CH:22]=[CH:21][C:17]([C:18]([OH:20])=O)=[CH:16][C:15]=2[C:23]([F:26])([F:25])[F:24])[CH2:10][CH2:9]1)([O:3][C:4]([CH3:7])([CH3:6])[CH3:5])=[O:2].CN(C(ON1N=NC2C=CC=CC1=2)=[N+](C)C)C.[B-](F)(F)(F)F.CN1CCOCC1.[Cl:56][C:57]1[CH:68]=[CH:67][C:60]2[NH:61][C:62]([C@@H:64]([NH2:66])[CH3:65])=[N:63][C:59]=2[CH:58]=1>CN1C(=O)CCC1>[C:1]([N:8]1[CH2:13][CH2:12][N:11]([C:14]2[CH:22]=[CH:21][C:17]([C:18]([NH:66][C@H:64]([C:62]3[NH:61][C:60]4[CH:67]=[CH:68][C:57]([Cl:56])=[CH:58][C:59]=4[N:63]=3)[CH3:65])=[O:20])=[CH:16][C:15]=2[C:23]([F:26])([F:24])[F:25])[CH2:10][CH2:9]1)([O:3][C:4]([CH3:7])([CH3:5])[CH3:6])=[O:2] |f:1.2|. Procedure details: Prepared analogously to Example 1f from 4-(4-N-Boc-piperazin-1-yl)-3-trifluoromethyl-benzoic acid, TBTU, NMM and (1S)-1-(5-chloro-1H-benzimidazol-2-yl)ethylamine in NMP and subsequent purification by chromatography on silica gel (eluant: petroleum ether/ethyl acetate=50:50).